From a dataset of the Open Reaction Database (ORD), a public repository of structured organic reaction records. describe an organic reaction: reactants, conditions, products, and yield Reactants: C(C)(C)(C)OC(=O)N1CCC(CC1)NC1=CC=C(C=C1)C (1-(tert-Butoxycarbonyl)-4-[(4-methylphenyl)amino]piperidine), ClCC1=CC(=NC=C1)C1=CC(=C(C(=C1)OC)OC)OC (4-chloromethyl-2-(3,4,5-trimethoxyphenyl)pyridine). The product is C(C)(C)(C)OC(=O)N1CCC(CC1)N(CC1=CC(=NC=C1)C1=CC(=C(C(=C1)OC)OC)OC)C1=CC=C(C=C1)C (1-(tert-Butoxycarbonyl)-4-[N-(4-methylphenyl)-N-[[2-(3,4,5-trimethoxyphenyl)pyridin-4-yl]methyl]amino]piperidine). Reaction SMILES: [C:1]([O:5][C:6]([N:8]1[CH2:13][CH2:12][CH:11]([NH:14][C:15]2[CH:20]=[CH:19][C:18]([CH3:21])=[CH:17][CH:16]=2)[CH2:10][CH2:9]1)=[O:7])([CH3:4])([CH3:3])[CH3:2].Cl[CH2:23][C:24]1[CH:29]=[CH:28][N:27]=[C:26]([C:30]2[CH:35]=[C:34]([O:36][CH3:37])[C:33]([O:38][CH3:39])=[C:32]([O:40][CH3:41])[CH:31]=2)[CH:25]=1>>[C:1]([O:5][C:6]([N:8]1[CH2:13][CH2:12][CH:11]([N:14]([C:15]2[CH:20]=[CH:19][C:18]([CH3:21])=[CH:17][CH:16]=2)[CH2:23][C:24]2[CH:29]=[CH:28][N:27]=[C:26]([C:30]3[CH:35]=[C:34]([O:36][CH3:37])[C:33]([O:38][CH3:39])=[C:32]([O:40][CH3:41])[CH:31]=3)[CH:25]=2)[CH2:10][CH2:9]1)=[O:7])([CH3:4])([CH3:3])[CH3:2]. Procedure: 1-(tert-Butoxycarbonyl)-4-[(4-methylphenyl)amino]piperidine (581 mg) and 4-chloromethyl-2-(3,4,5-trimethoxyphenyl)pyridine (588 mg) was treated in the same manner as described in Example 9 to give light yellow amorphous of the title compound.